From a dataset of the Open Reaction Database (ORD), a public repository of structured organic reaction records. describe an organic reaction: reactants, conditions, products, and yield The reactants are C1(=C(C(=CC(=C1)C)C)S(=O)(=O)ON)C (O-(Mesitylenesulfonyl)hydroxylamine), BrC1=NC=C(N=C1)C#C[Si](C)(C)C (2-Bromo-5-trimethylsilanylethynyl-pyrazine), C(=O)([O-])[O-].[K+].[K+] (K2CO3), NN1CC=NC=C1 (N-aminopyrazine). The solvent is C(Cl)Cl (CH2Cl2), CN(C)C=O (DMF). Run at temperature 0 celsius, time 4 hour. Product: BrC=1N=CC=2N(C1)N=C(C2)[Si](C)(C)C (6-Bromo-2-trimethylsilanyl-pyrazolo[1,5-a]pyrazine). The yield is 7.6%. RXN SMILES: C1(C)C=C(C)C=C(C)C=1S(O[NH2:13])(=O)=O.[Br:15][C:16]1[CH:21]=[N:20][C:19]([C:22]#[C:23][Si:24]([CH3:27])([CH3:26])[CH3:25])=[CH:18][N:17]=1.C([O-])([O-])=O.[K+].[K+].NN1C=CN=CC1>C(Cl)Cl.CN(C=O)C>[Br:15][C:16]1[N:17]=[CH:18][C:19]2[N:20]([N:13]=[C:23]([Si:24]([CH3:26])([CH3:25])[CH3:27])[CH:22]=2)[CH:21]=1 |f:2.3.4|. Procedure details: O-(Mesitylenesulfonyl)hydroxylamine (680 mg, 3.2 mmol) was added in one portion to a stirred solution of 2-bromo-5-trimethylsilanylethynyl-pyrazine (Step 1, 3 mmol) in CH2Cl2 (3 ml) at 0° C. The mixture was stirred at 0° C. for 30 minutes, at RT for 4 hours, then evaporated. The N-amino adduct was used without further manipulation. K2CO3 (410 mg, 3 mmol) was added to a stirred solution of the N-aminopyrazine from above in dry DMF (5 ml) at RT under nitrogen. After 6 hours the mixture was partiti... The reactants are C(C)(C)(C)OC(N(C)[C@H]1CN(CC1)C1=CN=NC(=C1Cl)NCCC1=CC=CC=C1)=O ((R)-tert-butyl1-(5-chloro-6-(phenethylamino)pyridazin-4-yl)pyrrolidin-3-yl(methyl)-carbamate), ClC=1C(=CN=NC1Cl)N1C[C@@H](CC1)N(C(OC(C)(C)C)=O)C ((R)-tert-butyl 1-(5,6-dichloropyridazin-4-yl)pyrrolidin-3-yl(methyl)carbamate), C1(=CC=CC=C1)CCN (2-phenylethanamine). Reaction conditions: temperature 150 celsius, time 40 minute. Product: ClC=1N=NC=C(C1Cl)Cl (3,4,5-trichloropyridazine). Yield: 59.0%. Reaction SMILES: C(OC(=O)N([C@@H]1CCN(C2C([Cl:20])=C(NCCC3C=CC=CC=3)N=NC=2)C1)C)(C)(C)C.[Cl:31][C:32]1[C:33](N2CC[C@@H](N(C)C(=O)OC(C)(C)C)C2)=[CH:34][N:35]=[N:36][C:37]=1[Cl:38].C1(CCN)C=CC=CC=1>>[Cl:38][C:37]1[N:36]=[N:35][CH:34]=[C:33]([Cl:20])[C:32]=1[Cl:31]. Procedure details: A solution of 4,5-dichloropyridazin-3(2H)-one (2 g, 12 mmol) in 20 mL of phosphoryl trichloride was heated to reflux for 2 hrs. The solvent was removed under reduce pressure. The residue was poured into water with stirring and extracted with dichloromathene (50 mL*3). The organic layer was washed with brine, dried over Na2SO4, evaporated to give the crude product. The crude product was recrystallized with acetone/water to give the product (2 g, 89%). 1H NMR (300 MHz, CDCl3): 9.09 (s, 1H); LC-MS:... Starting materials: C(C=C)NC(CC1=NC=CC=C1)=S (N-Allyl-2-(2-pyridyl)thioacetamide), Cl (hydrogen chloride). Solvent: CCOCC (ether). Yields the product Cl.C(C=C)NC(CC1=NC=CC=C1)=S (N-allyl-2-(2-pyridyl)thioacetamide hydrochloride). Reaction SMILES: [CH2:1]([NH:4][C:5](=[S:13])[CH2:6][C:7]1[CH:12]=[CH:11][CH:10]=[CH:9][N:8]=1)[CH:2]=[CH2:3].[ClH:14]>CCOCC>[ClH:14].[CH2:1]([NH:4][C:5](=[S:13])[CH2:6][C:7]1[CH:12]=[CH:11][CH:10]=[CH:9][N:8]=1)[CH:2]=[CH2:3] |f:3.4|. Procedure details: N-Allyl-2-(2-pyridyl)thioacetamide (500 mg.) in ether is treated with ethereal hydrogen chloride and the resulting precipitate is filtered off to give N-allyl-2-(2-pyridyl)thioacetamide hydrochloride. Reactants: C(C(C)(C)C)(=O)NC=1N=C(C2=C(N1)NCC(C2)CCC=2C=C(N(C2)[Si](C(C)C)(C(C)C)C(C)C)C(=O)OC)O (methyl 4-[2-(2-pivaloylamino-4-hydroxy-5,6,7,8-tetrahydropyrido[2,3-d]pyrimidin-6-yl)ethyl]-1-triisopropylsilylpyrrole-2-carboxylate). The solvent is [OH-].[Na+] (sodium hydroxide). Product: NC=1N=C(C2=C(N1)NCC(C2)CCC=2C=C(NC2)C(=O)O)O (4-[2-(2-amino-4-hydroxy-5,6,7,8-tetrahydropyrido[2,3-d]pyrimidin-6-yl)ethyl]pyrrole-2-carboxylic acid). Yield: 93.7%. RXN SMILES: C([NH:7][C:8]1[N:9]=[C:10]([OH:39])[C:11]2[CH2:17][CH:16]([CH2:18][CH2:19][C:20]3[CH:21]=[C:22]([C:35]([O:37]C)=[O:36])[N:23]([Si](C(C)C)(C(C)C)C(C)C)[CH:24]=3)[CH2:15][NH:14][C:12]=2[N:13]=1)(=O)C(C)(C)C>[OH-].[Na+]>[NH2:7][C:8]1[N:9]=[C:10]([OH:39])[C:11]2[CH2:17][CH:16]([CH2:18][CH2:19][C:20]3[CH:21]=[C:22]([C:35]([OH:37])=[O:36])[NH:23][CH:24]=3)[CH2:15][NH:14][C:12]=2[N:13]=1 |f:1.2|. Procedure details: A suspension of methyl 4-[2-(2-pivaloylamino-4-hydroxy-5,6,7,8-tetrahydropyrido[2,3-d]pyrimidin-6-yl)ethyl]-1-triisopropylsilylpyrrole-2-carboxylate (390.4 mg, 0.7 mmol) in 1N sodium hydroxide (1 mL) was heated under reflux until clear (about 4 hours). The mixture was cooled to room temperature, extracted with ethyl acetate, and then acidified with glacial acetic acid. The solid which formed was collected by filtration, washed with water, and dried in vacuo to give 4-[2-(2-amino-4-hydroxy-5,6,7,...